Task: describe an organic reaction: reactants, conditions, products, and yield. Dataset: the Open Reaction Database (ORD), a public repository of structured organic reaction records Reactants: BrC=1C=2C[C@H]3N(C2C=CC1)CCNC3 ((10aR)-9-bromo-1,2,3,4,10,10a-hexahydro-pyrazino[1,2-a]indole), BrCC(=O)N (2-bromoacetamide). Yields the product BrC=1C=2C[C@H]3N(C2C=CC1)CCN(C3)CC(=O)N ((10aR)-2-(9-Bromo-3,4,10,10a-tetrahydro-1H-pyrazino[1,2-a]indol-2-yl)-acetamide). RXN SMILES: [Br:1][C:2]1[C:3]2[CH2:4][C@@H:5]3[CH2:14][NH:13][CH2:12][CH2:11][N:6]3[C:7]=2[CH:8]=[CH:9][CH:10]=1.Br[CH2:16][C:17]([NH2:19])=[O:18]>>[Br:1][C:2]1[C:3]2[CH2:4][C@@H:5]3[CH2:14][N:13]([CH2:16][C:17]([NH2:19])=[O:18])[CH2:12][CH2:11][N:6]3[C:7]=2[CH:8]=[CH:9][CH:10]=1. Procedure: The title compound, MS: m/e=310.1 (M+H+) was prepared in accordance with the general method of example 6 from (10aR)-9-bromo-1,2,3,4,10,10a-hexahydro-pyrazino[1,2-a]indole and 2-bromoacetamide. The reactants are CSC(=N)c1cccs1, CCO, I, CCN(C(=O)OC(C)(C)C)C1CCC(c2c[nH]c3ccc(N)cc23)CC1. Yields the product CCN(C(=O)OC(C)(C)C)C1CCC(c2c[nH]c3ccc(NC(=N)c4cccs4)cc23)CC1. Reaction SMILES: [CH3:28][S:29][C:30](=[NH:31])[c:32]1[s:33][cH:34][cH:35][cH:36]1.[CH3:37][CH2:38][OH:39].[IH:27].[NH2:1][c:2]1[cH:3][c:4]2[c:5]([CH:11]3[CH2:12][CH2:13][CH:14]([N:17]([C:18]([O:19][C:20]([CH3:21])([CH3:22])[CH3:23])=[O:24])[CH2:25][CH3:26])[CH2:15][CH2:16]3)[cH:6][nH:7][c:8]2[cH:9][cH:10]1>>[NH:1]([c:2]1[cH:3][c:4]2[c:5]([CH:11]3[CH2:12][CH2:13][CH:14]([N:17]([C:18]([O:19][C:20]([CH3:21])([CH3:22])[CH3:23])=[O:24])[CH2:25][CH3:26])[CH2:15][CH2:16]3)[cH:6][nH:7][c:8]2[cH:9][cH:10]1)[C:30](=[NH:31])[c:32]1[s:33][cH:34][cH:35][cH:36]1. Starting materials: FC=1C(=C(C=O)C=CC1)O (3-fluoro-2-hydroxybenzaldehyde), BrN1C(CCC1=O)=O (N-bromosuccinimide). The solvent is C(C)#N (acetonitrile), C(C)(=O)OCC (ethyl acetate). Conditions: time 15 minute. Product: BrC=1C=C(C(=C(C=O)C1)O)F (5-bromo-3-fluoro-2-hydroxybenzaldehyde). Isolated yield 99.6%. Reaction SMILES: [F:1][C:2]1[C:3]([OH:10])=[C:4]([CH:7]=[CH:8][CH:9]=1)[CH:5]=[O:6].[Br:11]N1C(=O)CCC1=O>C(#N)C.C(OCC)(=O)C>[Br:11][C:8]1[CH:9]=[C:2]([F:1])[C:3]([OH:10])=[C:4]([CH:7]=1)[CH:5]=[O:6]. Reported procedure: 596 mg of 3-fluoro-2-hydroxybenzaldehyde was dissolved in 5 ml of acetonitrile, and 770 mg of N-bromosuccinimide was added. The solution was stirred for 15 minutes at room temperature. The reaction mixture was diluted with ethyl acetate, and washed with water and saturated brine and dried over anhydrous magnesium sulfate. The solution was filtered and the solvent was evaporated, to give 928 mg of 5-bromo-3-fluoro-2-hydroxybenzaldehyde.